From a dataset of the Open Reaction Database (ORD), a public repository of structured organic reaction records. describe an organic reaction: reactants, conditions, products, and yield Reactants: COC(=O)C=1C=NC(=NC1)C1(CCN(CC1)CC1=CC=CC=C1)C1=CC(=CC=C1)OC (2-[1-Benzyl-4-(3-methoxy-phenyl)-piperidin-4-yl]-pyrimidine-5-carboxylic acid methyl ester), Cl.C(C)NCC (diethyl amine hydrochloride), solution, C[Al](C)C (AlMe3), salts. The solvent is ClCCCl (1,2-dicloroethane), C(Cl)Cl (CH2Cl2). Reaction conditions: time 1 hour. Product: C(C)N(C(=O)C=1C=NC(=NC1)C1(CCN(CC1)CC1=CC=CC=C1)C1=CC(=CC=C1)OC)CC (2-[1-Benzyl-4-(3-methoxy-phenyl)-piperidin-4-yl]-pyrimidine-5-carboxylic Acid Diethylamide). Isolated yield 98.7%. Reaction SMILES: Cl.[CH2:2]([NH:4][CH2:5][CH3:6])[CH3:3].C[Al](C)C.CO[C:13]([C:15]1[CH:16]=[N:17][C:18]([C:21]2([C:34]3[CH:39]=[CH:38][CH:37]=[C:36]([O:40][CH3:41])[CH:35]=3)[CH2:26][CH2:25][N:24]([CH2:27][C:28]3[CH:33]=[CH:32][CH:31]=[CH:30][CH:29]=3)[CH2:23][CH2:22]2)=[N:19][CH:20]=1)=[O:14]>ClCCCl.C(Cl)Cl>[CH2:2]([N:4]([CH2:5][CH3:6])[C:13]([C:15]1[CH:16]=[N:17][C:18]([C:21]2([C:34]3[CH:39]=[CH:38][CH:37]=[C:36]([O:40][CH3:41])[CH:35]=3)[CH2:22][CH2:23][N:24]([CH2:27][C:28]3[CH:33]=[CH:32][CH:31]=[CH:30][CH:29]=3)[CH2:25][CH2:26]2)=[N:19][CH:20]=1)=[O:14])[CH3:3] |f:0.1|. Procedure details: To a stirring suspension of diethyl amine hydrochloride (986 mg, 9.01 mmol) in 1,2-dicloroethane (25 mL) at 0° C. was added a 2.0 M solution of AlMe3 (4.5 mL, 9.01 mmol) dropwise. The resulting mixture stirred at room temperature for 1 hour. (2-[1-Benzyl-4-(3-methoxy-phenyl)-piperidin-4-yl]-pyrimidine-5-carboxylic acid methyl ester (750 mg, 1.80 mmol) was added in one portion and the mixture was heated to 85° C. for 16 hours. The reaction was slowly poured into a saturated solution of Rochelle s...